From a dataset of the Open Reaction Database (ORD), a public repository of structured organic reaction records. describe an organic reaction: reactants, conditions, products, and yield Starting materials: CC(=O)O[BH-](OC(C)=O)OC(C)=O, ClCCl, COC(=O)c1cccc(C=O)c1, CC(=O)O, ClCCCl, Cc1cc2c(cc1C(F)(F)F)NCCCC2N(Cc1cc(C(F)(F)F)cc(C(F)(F)F)c1)c1nnn(C)n1, [Na+]. Yields the product COC(=O)c1cccc(CN2CCCC(N(Cc3cc(C(F)(F)F)cc(C(F)(F)F)c3)c3nnn(C)n3)c3cc(C)c(C(F)(F)F)cc32)c1. As a reaction SMILES: [C:51]([O:52][BH-:53]([O:54][C:55](=[O:56])[CH3:57])[O:58][C:59](=[O:60])[CH3:61])(=[O:62])[CH3:63].[CH2:73]([Cl:74])[Cl:75].[CH3:1][O:2][C:3]([c:4]1[cH:5][c:6]([CH:10]=[O:11])[cH:7][cH:8][cH:9]1)=[O:12].[CH3:65][C:66](=[O:67])[OH:68].[Cl:69][CH2:70][CH2:71][Cl:72].[F:13][C:14]([c:15]1[cH:16][c:17]([CH2:18][N:19]([CH:20]2[c:21]3[c:22]([cH:27][c:28]([C:32]([F:33])([F:34])[F:35])[c:29]([CH3:31])[cH:30]3)[NH:23][CH2:24][CH2:25][CH2:26]2)[c:36]2[n:37][n:38][n:39]([CH3:41])[n:40]2)[cH:42][c:43]([C:45]([F:46])([F:47])[F:48])[cH:44]1)([F:49])[F:50].[Na+:64]>>[CH3:1][O:2][C:3]([c:4]1[cH:5][c:6]([CH2:10][N:23]2[c:22]3[c:21]([cH:30][c:29]([CH3:31])[c:28]([C:32]([F:33])([F:34])[F:35])[cH:27]3)[CH:20]([N:19]([CH2:18][c:17]3[cH:16][c:15]([C:14]([F:13])([F:49])[F:50])[cH:44][c:43]([C:45]([F:46])([F:47])[F:48])[cH:42]3)[c:36]3[n:37][n:38][n:39]([CH3:41])[n:40]3)[CH2:26][CH2:25][CH2:24]2)[cH:7][cH:8][cH:9]1)=[O:12]. The reactants are BrC1=CC=C2C=3C=CC(=CC3C(C2=C1)(CCCC)CCCC)N (7-bromo-9,9-dibutyl-9H-fluoren-2-ylamine), C(CCC)C1(C2=CC=CC=C2C=2C=CC(=CC12)I)CCCC (9,9-dibutyl-2-iodo-9H-fluorene). The product is BrC1=CC=C2C=3C=CC(=CC3C(C2=C1)(CCCC)CCCC)N(C1=CC=2C(C3=CC=CC=C3C2C=C1)(CCCC)CCCC)C1=CC=2C(C3=CC=CC=C3C2C=C1)(CCCC)CCCC ((7-bromo-9,9-dibutyl-9H-fluoren-2-yl)-bis-(9,9-dibutyl-9H-fluoren-2-yl)amine). Reaction SMILES: [Br:1][C:2]1[CH:14]=[C:13]2[C:5]([C:6]3[CH:7]=[CH:8][C:9]([NH2:23])=[CH:10][C:11]=3[C:12]2([CH2:19][CH2:20][CH2:21][CH3:22])[CH2:15][CH2:16][CH2:17][CH3:18])=[CH:4][CH:3]=1.[CH2:24]([C:28]1([CH2:42][CH2:43][CH2:44][CH3:45])[C:40]2[CH:39]=[C:38](I)[CH:37]=[CH:36][C:35]=2[C:34]2[C:29]1=[CH:30][CH:31]=[CH:32][CH:33]=2)[CH2:25][CH2:26][CH3:27]>>[Br:1][C:2]1[CH:14]=[C:13]2[C:5]([C:6]3[CH:7]=[CH:8][C:9]([N:23]([C:9]4[CH:8]=[CH:7][C:6]5[C:5]6[C:13](=[CH:14][CH:2]=[CH:3][CH:4]=6)[C:12]([CH2:19][CH2:20][CH2:21][CH3:22])([CH2:15][CH2:16][CH2:17][CH3:18])[C:11]=5[CH:10]=4)[C:31]4[CH:32]=[CH:33][C:34]5[C:35]6[C:40](=[CH:39][CH:38]=[CH:37][CH:36]=6)[C:28]([CH2:42][CH2:43][CH2:44][CH3:45])([CH2:24][CH2:25][CH2:26][CH3:27])[C:29]=5[CH:30]=4)=[CH:10][C:11]=3[C:12]2([CH2:19][CH2:20][CH2:21][CH3:22])[CH2:15][CH2:16][CH2:17][CH3:18])=[CH:4][CH:3]=1. Procedure: As shown in Scheme 3, 7-bromo-9H-fluoren-2-ylamine is reacted with 1-iodobutane to form 7-bromo-9,9-dibutyl-9H-fluoren-2-ylamine (31); and 2-Iodo-9H-fluorene is reacted with 1-iodobutane to form 9,9-dibutyl-2-iodo-9H-fluorene (32). Then, 7-bromo-9,9-dibutyl-9H-fluoren-2-ylamine (31) is reacted with 9,9-dibutyl-2-iodo-9H-fluorene (32) by Ullman coupling reaction to obtain (7-bromo-9,9-dibutyl-9H-fluoren-2-yl)-bis-(9,9-dibutyl-9H-fluoren-2-yl)amine (33). Next, (7-bromo-9,9-dibutyl-9H-fluoren-2-yl)... Reactants: [Cl-].[NH4+] (ammonium chloride), C(C(C)C)[Mg]Br (isobutylmagnesium bromide), CCOCC.C1CCOC1 (ether THF), NCC(=O)C1=CC=CC=C1 (2-aminoacetophenone). Solvent: solvent, C1CCOC1 (THF). Reaction conditions: temperature 15 celsius. Yields the product OC(CC(C)C)(C)C1=C(N)C=CC=C1 (2-(1-Hydroxy-1,3-dimethylbutyl)aniline). RXN SMILES: [CH2:1]([Mg]Br)[CH:2]([CH3:4])[CH3:3].CC[O:9]CC.[CH2:12]1[CH2:16]OC[CH2:13]1.[NH2:17][CH2:18][C:19]([C:21]1C=CC=[CH:23][CH:22]=1)=O.[Cl-].[NH4+]>C1COCC1>[OH:9][C:2]([C:4]1[CH:23]=[CH:22][CH:21]=[CH:19][C:18]=1[NH2:17])([CH3:3])[CH2:1][CH:12]([CH3:16])[CH3:13] |f:1.2,4.5|. Reported procedure: After dissolving 44.4 mmol of isobutylmagnesium bromide (2M ether solution) in 30 ml of a solvent mixture: ether/THF=1:1, a solution containing 2.0 g (14.8 mmol) of 2-aminoacetophenone in 10 ml of THF was added dropwise while maintaining the internal temperature at 15° C. or less. After stirring at 15° C. for an hour, the reaction mixture was poured into a saturated aqueous ammonium chloride solution and extracted with ethyl acetate. The organic layer was dried over anhydrous sodium sulfate. The... The reactants are O1C(CC2=C1C=CC=C2)C2=CC=C(C(=O)OC(C)(C)C)C=C2 (tert-butyl 4-(2,3-dihydrobenzofuran-2-yl)benzoate), FC(C(=O)O)(F)F (trifluoroacetic acid). Procedure: To a solution of tert-butyl 4-(2,3-dihydrobenzofuran-2-yl)benzoate (0.03 g, 0.1 mmol) in dichloromethane (3.0 mL) was added trifluoroacetic acid (1.0 mL). The reaction mixture was stirred at room temperature for 1 hour. After the reaction, the solvent was removed in vacuo, and the mixture was dissolved in dichloromethane (50 mL), washed with water (50 mL). The organic phase was dried over anhydrous sodium sulfate and filtered. The solvent was removed in vacuo to give pure product 4-(2,3-dihydrob... The product is O1C(CC2=C1C=CC=C2)C2=CC=C(C(=O)O)C=C2 (4-(2,3-dihydrobenzofuran-2-yl)benzoic acid). Isolated yield 83.2%. Solvent: ClCCl (dichloromethane). As a reaction SMILES: [O:1]1[C:5]2[CH:6]=[CH:7][CH:8]=[CH:9][C:4]=2[CH2:3][CH:2]1[C:10]1[CH:22]=[CH:21][C:13]([C:14]([O:16]C(C)(C)C)=[O:15])=[CH:12][CH:11]=1.FC(F)(F)C(O)=O>ClCCl>[O:1]1[C:5]2[CH:6]=[CH:7][CH:8]=[CH:9][C:4]=2[CH2:3][CH:2]1[C:10]1[CH:11]=[CH:12][C:13]([C:14]([OH:16])=[O:15])=[CH:21][CH:22]=1. Reaction conditions: time 1 hour.